Dataset: the Open Reaction Database (ORD), a public repository of structured organic reaction records. Task: describe an organic reaction: reactants, conditions, products, and yield Reaction SMILES: [CH3:1][CH:2]([CH2:7][C:8]1[CH:9]=[C:10]([CH3:14])[CH:11]=[CH:12][CH:13]=1)[CH2:3][C:4]([OH:6])=O.OS(C(F)(F)F)(=O)=O>C(Cl)Cl>[CH3:1][CH:2]1[CH2:7][C:8]2[C:13](=[CH:12][CH:11]=[C:10]([CH3:14])[CH:9]=2)[C:4](=[O:6])[CH2:3]1. Procedure details: 3-Methyl-4-m-tolylbutanoic acid (20.6 g, 107 mmol, dissolved in 125 mL DCM) was added slowly to triflic acid (250 g, 1.7 mol) that was pre-cooled to 0° C. under an Ar atmosphere. After 30 minutes, the volume of the reaction is doubled with DCM and poured slowly onto 1.5 L crushed ice. The resulting icy slurry is allowed to stir and come to room temperature over 1 hour. The resulting aqueous layer was extracted with DCM and the combined organics dried over anhydrous MgSO4 and concentrated in vacu... The product is CC1CC(C2=CC=C(C=C2C1)C)=O (3,6-dimethyl-3,4-dihydronaphthalen-1(2H)-one). The reactants are CC(CC(=O)O)CC=1C=C(C=CC1)C (3-Methyl-4-m-tolylbutanoic acid), OS(=O)(=O)C(F)(F)F (triflic acid). Solvent: C(Cl)Cl (DCM). Reaction conditions: temperature 0 celsius, time 30 minute. Yields the product COC(=O)C(Cc1cc(OC)cc(OC)c1)c1ccc(Oc2ccc(C=C3SC(=O)NC3=O)cc2)cc1. As a reaction SMILES: [CH2:48]1[CH2:49][CH2:50][NH:51][CH2:52][CH2:53]1.[CH3:1][O:2][C:3]([CH:4]([CH2:5][c:6]1[cH:7][c:8]([O:14][CH3:15])[cH:9][c:10]([O:12][CH3:13])[cH:11]1)[c:16]1[cH:17][cH:18][c:19]([O:22][c:23]2[cH:24][cH:25][c:26]([CH:29]=[O:30])[cH:27][cH:28]2)[cH:20][cH:21]1)=[O:31].[CH3:54][c:55]1[cH:56][cH:57][cH:58][cH:59][cH:60]1.[OH2:61].[OH:39][C:40]([c:41]1[cH:42][cH:43][cH:44][cH:45][cH:46]1)=[O:47].[S:32]1[C:33](=[O:38])[NH:34][C:35](=[O:37])[CH2:36]1>>[CH3:1][O:2][C:3]([CH:4]([CH2:5][c:6]1[cH:7][c:8]([O:14][CH3:15])[cH:9][c:10]([O:12][CH3:13])[cH:11]1)[c:16]1[cH:17][cH:18][c:19]([O:22][c:23]2[cH:24][cH:25][c:26]([CH:29]=[C:36]3[S:32][C:33](=[O:38])[NH:34][C:35]3=[O:37])[cH:27][cH:28]2)[cH:20][cH:21]1)=[O:31]. Reactants: C1CCNCC1, COC(=O)C(Cc1cc(OC)cc(OC)c1)c1ccc(Oc2ccc(C=O)cc2)cc1, Cc1ccccc1, O, O=C(O)c1ccccc1, O=C1CSC(=O)N1.